From a dataset of the Open Reaction Database (ORD), a public repository of structured organic reaction records. describe an organic reaction: reactants, conditions, products, and yield Starting materials: CC(C)(C)O, C=C(C)C, O=C(O)C1CCCC1, O=S(=O)(O)O. The product is CC(C)(C)OC(=O)C1CCCC1. Reaction SMILES: [C:18]([OH:19])([CH3:20])([CH3:21])[CH3:22].[CH3:1][C:2]([CH3:3])=[CH2:4].[CH:5]1([C:10](=[O:11])[OH:12])[CH2:6][CH2:7][CH2:8][CH2:9]1.[S:13](=[O:14])(=[O:15])([OH:16])[OH:17]>>[CH3:1][C:2]([CH3:3])([CH3:4])[O:12][C:10]([CH:5]1[CH2:6][CH2:7][CH2:8][CH2:9]1)=[O:11]. The yield is 84.1%. Conditions: temperature 105 celsius. Procedure details: Trifluoroacetic anhydride (0.375, 2.65 mmol) was added to a stirred, room temperature suspension of (R)-2- [2,6-dibromo-4-(6-bromo-benzo[b]naphtho [2,3-d ]thiophen-11-yl)-phenoxy]-3-phenyl-propionamide (1.68 g, 2.37 mmol), pyridine (0.393 mL, 4.74 mmol) and dioxane (5.4 mL). Dissolution occurred and the solution was heated in a 105° C. oil bath for 2 h. The reaction mixture was cooled to room temperature, diluted with ether, washed with 5% HCl and brine. Silica gel was added to the ether phase a... Starting materials: FC(C(=O)OC(C(F)(F)F)=O)(F)F (Trifluoroacetic anhydride), BrC1=C(O[C@@H](C(=O)N)CC2=CC=CC=C2)C(=CC(=C1)C1=C2C=CC=CC2=C(C2=C1C1=C(S2)C=CC=C1)Br)Br ((R)-2- [2,6-dibromo-4-(6-bromo-benzo[b]naphtho [2,3-d ]thiophen-11-yl)-phenoxy]-3-phenyl-propionamide), N1=CC=CC=C1 (pyridine), O1CCOCC1 (dioxane). The product is BrC1=C(O[C@@H](C#N)CC2=CC=CC=C2)C(=CC(=C1)C1=C2C=CC=CC2=C(C2=C1C1=C(S2)C=CC=C1)Br)Br ((R)-2-[2,6-Dibromo-4-(6-bromo-benzo[b]naphtho[2,3-d]thiophen-11-yl)-phenoxy]-3-phenyl-propionitrile). Run in CCOCC (ether). As a reaction SMILES: FC(F)(F)C(OC(=O)C(F)(F)F)=O.[Br:14][C:15]1[CH:32]=[C:31]([C:33]2[C:42]3[C:43]4[CH:49]=[CH:48][CH:47]=[CH:46][C:44]=4[S:45][C:41]=3[C:40]([Br:50])=[C:39]3[C:34]=2[CH:35]=[CH:36][CH:37]=[CH:38]3)[CH:30]=[C:29]([Br:51])[C:16]=1[O:17][C@H:18]([CH2:22][C:23]1[CH:28]=[CH:27][CH:26]=[CH:25][CH:24]=1)[C:19]([NH2:21])=O.N1C=CC=CC=1.O1CCOCC1>CCOCC>[Br:14][C:15]1[CH:32]=[C:31]([C:33]2[C:42]3[C:43]4[CH:49]=[CH:48][CH:47]=[CH:46][C:44]=4[S:45][C:41]=3[C:40]([Br:50])=[C:39]3[C:34]=2[CH:35]=[CH:36][CH:37]=[CH:38]3)[CH:30]=[C:29]([Br:51])[C:16]=1[O:17][C@H:18]([CH2:22][C:23]1[CH:24]=[CH:25][CH:26]=[CH:27][CH:28]=1)[C:19]#[N:21]. Yields the product OCCCCC1CCCC1. Starting materials: [BH4-], CCO, O=CCCCC1CCCC1, [Na+]. RXN SMILES: [BH4-:11].[CH3:13][CH2:14][OH:15].[CH:1]1([CH2:6][CH2:7][CH2:8][CH:9]=[O:10])[CH2:2][CH2:3][CH2:4][CH2:5]1.[Na+:12]>>[CH:1]1([CH2:6][CH2:7][CH2:8][CH2:9][OH:10])[CH2:2][CH2:3][CH2:4][CH2:5]1. Reactants: NNc1ccccc1Br, COc1ccc2c(c1)CCn1c-2cc(Cl)nc1=O. Product: COc1ccc2c(c1)CCn1c-2cc(NNc2ccccc2Br)nc1=O. Reaction SMILES: [Br:19][c:20]1[c:21]([NH:26][NH2:27])[cH:22][cH:23][cH:24][cH:25]1.[Cl:1][c:2]1[n:3][c:4](=[O:18])[n:5]2[c:6]([cH:17]1)-[c:7]1[cH:8][cH:9][c:10]([O:15][CH3:16])[cH:11][c:12]1[CH2:13][CH2:14]2>>[c:2]1([NH:27][NH:26][c:21]2[c:20]([Br:19])[cH:25][cH:24][cH:23][cH:22]2)[n:3][c:4](=[O:18])[n:5]2[c:6]([cH:17]1)-[c:7]1[cH:8][cH:9][c:10]([O:15][CH3:16])[cH:11][c:12]1[CH2:13][CH2:14]2. The reactants are NC=1C=NN(C1[N+](=O)[O-])C (4-amino-1-methyl-5-nitropyrazol), S(O)(O)(=O)=O (sulfuric acid). Reagents/catalysts: [Pd] (palladium/carbon). The solvent is CO (methanol). The product is O.S(=O)(=O)(O)[O-].NC1=CN[N+](=C1N)C (4,5-diamino-1-methylpyrazolium hydrogen sulfate hydrate). Reaction SMILES: [NH2:1][C:2]1[CH:3]=[N:4][N:5]([CH3:10])[C:6]=1[N+:7]([O-])=[O:8].[S:11](=[O:15])(=[O:14])([OH:13])[OH:12]>CO.[Pd]>[OH2:8].[S:11]([O-:15])([OH:14])(=[O:13])=[O:12].[NH2:1][C:2]1[C:6]([NH2:7])=[N+:5]([CH3:10])[NH:4][CH:3]=1 |f:4.5.6|. Reported procedure: 200 mg (1.41 mmoles) of 4-amino-1-methyl-5-nitropyrazol are hydrated in 50 ml absolute methanol with catalytic quantities of palladium/carbon at room temperature and 30 bar. The hydration is terminated at 17 hours. A colorless precipitate is precipitated out of the filtrated solution when adding 135 mg (1.41 mmoles) of concentrated sulfuric acid, which precipitate is removed by suction and recrystallized from water. The solvent is COCCO (2-methoxyethanol). Procedure: A mixture of 130 mg (0.568 mmol) of 4-chloro-2-phenyl-1H-imidazo[4,5-c]pyridine, 0.110 mL (114 mg, 2.4 mmol) of hydrazine hydrate, and 3 mL of 2-methoxyethanol was stirred at reflux for 2 days. The cooled solution was concentrated, and the residue was partitioned between ethyl acetate and water. The organic phase was dried over sodium sulfate, filtered and concentrated to yield the title compound. LC-MS 226 (M+1). As a reaction SMILES: Cl[C:2]1[C:7]2[N:8]=[C:9]([C:11]3[CH:16]=[CH:15][CH:14]=[CH:13][CH:12]=3)[NH:10][C:6]=2[CH:5]=[CH:4][N:3]=1.O.[NH2:18][NH2:19]>COCCO>[NH:18]([C:2]1[C:7]2[N:8]=[C:9]([C:11]3[CH:16]=[CH:15][CH:14]=[CH:13][CH:12]=3)[NH:10][C:6]=2[CH:5]=[CH:4][N:3]=1)[NH2:19] |f:1.2|. Reactants: ClC1=NC=CC2=C1N=C(N2)C2=CC=CC=C2 (4-chloro-2-phenyl-1H-imidazo[4,5-c]pyridine), O.NN (hydrazine hydrate). Product: N(N)C1=NC=CC2=C1N=C(N2)C2=CC=CC=C2 (4-Hydrazino-2-phenyl-1H-imidazo[4,5-c]pyridine). The reactants are C(C)[Zn]CC (diethylzinc), solution, ICI (diiodomethane), C(=C)C=1C=C(C=CC1)N1C=NC(=C1)CO ([1-(3-vinyl-phenyl)-1H-imidazol-4-yl]-methanol). Run in CCCCCC (hexane), C1(=CC=CC=C1)C (toluene). Run at temperature 20 celsius, time 12 hour. Product: C1(CC1)C=1C=C(C=CC1)N1C=NC(=C1)CO ([1-(3-Cyclopropyl-phenyl)-1H-imidazol-4-yl]-methanol). Yield: 93.0%. As a reaction SMILES: [CH:1]([C:3]1[CH:4]=[C:5]([N:9]2[CH:13]=[C:12]([CH2:14][OH:15])[N:11]=[CH:10]2)[CH:6]=[CH:7][CH:8]=1)=[CH2:2].[CH2:16]([Zn]CC)C.ICI>C1(C)C=CC=CC=1.CCCCCC>[CH:1]1([C:3]2[CH:4]=[C:5]([N:9]3[CH:13]=[C:12]([CH2:14][OH:15])[N:11]=[CH:10]3)[CH:6]=[CH:7][CH:8]=2)[CH2:16][CH2:2]1. Reported procedure: Under an Ar atmosphere, a mixture of [1-(3-vinyl-phenyl)-1H-imidazol-4-yl]-methanol (0.10 g, 0.5 mmol) in toluene (20 ml) was successively treated with diethylzinc (3.8 ml of a 1.1 M solution in hexane, 4.2 mmol) and diiodomethane (6.6 g, 25 mmol). The resulting mixture was stirred at 20° C. for 12 h. The preciptate was filtered and stirred for 30 min with AcOEt and saturated aqueous NH4Cl solution. The organic phase was separated, dried (Na2SO4) and concentrated to yield the title compound as a... Reactants: C(C)(=O)OC(C)=O (acetic anhydride), Cl (hydrochloric acid), C(C)(C)OC(=O)N1C2=C(C(CCC1)NCC1=CC(=CC(=C1)C(F)(F)F)C(F)(F)F)C(=CC=C2)C ((+/−)-5-(3,5-Bis-trifluoromethyl-benzylamino)-6-methyl-2,3,4,5-tetrahydro-benzo[b]azepine-1-carboxylic acid isopropyl ester), N1=CC=CC=C1 (pyridine). The solvent is ClCCl (dichloromethane). Run at time 14 hour. Yields the product C(C)(=O)N(C1C2=C(N(CCC1)C(=O)OC(C)C)C=CC=C2C)CC2=CC(=CC(=C2)C(F)(F)F)C(F)(F)F ((+/−)-Isopropyl 5-[acetyl-(3,5-bistrifluoromethylbenzyl)amino]-6-methyl-tetrahydrobenzo[b]azepine-1-carboxylate). The yield is 96.0%. As a reaction SMILES: [C:1](OC(=O)C)(=[O:3])[CH3:2].[CH:8]([O:11][C:12]([N:14]1[CH2:20][CH2:19][CH2:18][CH:17]([NH:21][CH2:22][C:23]2[CH:28]=[C:27]([C:29]([F:32])([F:31])[F:30])[CH:26]=[C:25]([C:33]([F:36])([F:35])[F:34])[CH:24]=2)[C:16]2[C:37]([CH3:41])=[CH:38][CH:39]=[CH:40][C:15]1=2)=[O:13])([CH3:10])[CH3:9].N1C=CC=CC=1.Cl>ClCCl>[C:1]([N:21]([CH2:22][C:23]1[CH:28]=[C:27]([C:29]([F:30])([F:32])[F:31])[CH:26]=[C:25]([C:33]([F:34])([F:35])[F:36])[CH:24]=1)[CH:17]1[CH2:18][CH2:19][CH2:20][N:14]([C:12]([O:11][CH:8]([CH3:10])[CH3:9])=[O:13])[C:15]2[CH:40]=[CH:39][CH:38]=[C:37]([CH3:41])[C:16]1=2)(=[O:3])[CH3:2]. Procedure: Add 3,5-bis(trifluoromethyl)benzylamine (423 mg, 1.62 mmol) followed by titanium isopropoxide (645 mg, 2.27 mmol) to 6-Methyl-5-oxo-2,3,4,5-tetrahydro-benzo[b]azepine-1-carboxylic acid isopropyl ester (423 mg, 1.62 mmol) at room temperature under an atmosphere of nitrogen and stir the solution for 14 h. Add methanol (6.7 mL) and sodium borohydride (92 mg, 2.43 mmol) and stir the mixture under nitrogen at room temperature for 45 min. Add 0.1M NaOH, stir for 30 min. Filter through celite and wash ... Starting materials: N1=C(C=CC=C1)C=O (2-pyridinecarboxaldehyde), CC1=NC=CC(=C1)N1N=CC2=CC3=C(C=C12)CCCC(C3)=O (1-(2-methylpyridin-4-yl)-5,7,8,9-tetrahydrocyclohepta[f]indazol-6(1H)-one), C1CCOC1 (THF), C[Si](C)(C)[N-][Si](C)(C)C.[Li+] (lithium bis(trimethylsilyl)amide). Solvent: O (water). Reaction conditions: temperature -77 celsius, time 5 minute. The product is CC1=NC=CC(=C1)N1N=CC2=CC3=C(C=C12)CCCCC3=CC3=NC=CC=C3 (1-(2-methylpyridin-4-yl)-5-(pyridin-2-ylmethylene)-5,7,8,9-tetrahydrocyclohepta[f]indazol). RXN SMILES: [CH3:1][C:2]1[CH:7]=[C:6]([N:8]2[C:16]3[C:11](=[CH:12][C:13]4[CH2:21][C:20](=O)[CH2:19][CH2:18][CH2:17][C:14]=4[CH:15]=3)[CH:10]=[N:9]2)[CH:5]=[CH:4][N:3]=1.C1COCC1.C[Si]([N-][Si](C)(C)C)(C)C.[Li+].[N:38]1[CH:43]=[CH:42][CH:41]=[CH:40][C:39]=1[CH:44]=O>O>[CH3:1][C:2]1[CH:7]=[C:6]([N:8]2[C:16]3[C:11](=[CH:12][C:13]4[C:21](=[CH:44][C:39]5[CH:40]=[CH:41][CH:42]=[CH:43][N:38]=5)[CH2:20][CH2:19][CH2:18][CH2:17][C:14]=4[CH:15]=3)[CH:10]=[N:9]2)[CH:5]=[CH:4][N:3]=1 |f:2.3|. Procedure: A round bottom flask was charged with 1-(2-methylpyridin-4-yl)-5,7,8,9-tetrahydrocyclohepta[f]indazol-6(1H)-one (6, R1=2-methylpyridin-4-yl) (2.83 g, 9.71 mmol) and THF (43 mL). The solution was cooled to about −77° C. and then lithium bis(trimethylsilyl)amide (1.0 M in THF, 10.0 mL, 10.0 mmol) was added over about 30 min, keeping the internal temperature below about −75° C. After the addition was the mixture was stirred for about 5 min, the cold bath was removed and the mixture was allowed to w...